This data is from the Open Reaction Database (ORD), a public repository of structured organic reaction records. The task is: describe an organic reaction: reactants, conditions, products, and yield Reactants: O1C(=CC=C1)CC1=NNC(C2=CC(=CC=C12)OC)=O (4-furan-2-ylmethyl-7-methoxy-2H-phthalazin-1-one), O=P(Cl)(Cl)Cl (POCl3). Solvent: petrolatum, C(C)#N (acetonitrile). Reaction conditions: time 30 minute. Yields the product ClC1=NN=C(C2=CC=C(C=C12)OC)CC=1OC=CC1 (4-Chloro-1-furan-2-ylmethyl-6-methoxy-phthalazine). The yield is 89.2%. RXN SMILES: [O:1]1[CH:5]=[CH:4][CH:3]=[C:2]1[CH2:6][C:7]1[C:16]2[C:11](=[CH:12][C:13]([O:17][CH3:18])=[CH:14][CH:15]=2)[C:10](=O)[NH:9][N:8]=1.O=P(Cl)(Cl)[Cl:22]>C(#N)C>[Cl:22][C:10]1[C:11]2[C:16](=[CH:15][CH:14]=[C:13]([O:17][CH3:18])[CH:12]=2)[C:7]([CH2:6][C:2]2[O:1][CH:5]=[CH:4][CH:3]=2)=[N:8][N:9]=1. Reported procedure: A suspension under N2 of 4-furan-2-ylmethyl-7-methoxy-2H-phthalazin-1-one (1.8 g, 7.02 mmoles), prepared as described in example 126, in acetonitrile (40 ml) was added under stirring with POCl3 (3.27 ml, 35.1 mmoles), and refluxed for 1 hour, then dried. The residue was suspended in water (50 ml), added with NaHCO3 up to alkalinity, and stirred for 30 minutes, then extracted in CH2Cl2. The organic phase was anhydrified over Na2SO4 and dried to give a residue which was taken up in petrolatum and ... The reactants are ClC(Cl)Cl, ClI, Nc1ccccc1S(N)(=O)=O. The product is Nc1ccc(I)cc1S(N)(=O)=O. Reaction SMILES: [Cl:14][CH:15]([Cl:16])[Cl:17].[I:12][Cl:13].[NH2:1][c:2]1[c:3]([S:8](=[O:9])(=[O:10])[NH2:11])[cH:4][cH:5][cH:6][cH:7]1>>[NH2:1][c:2]1[c:3]([S:8](=[O:9])(=[O:10])[NH2:11])[cH:4][c:5]([I:12])[cH:6][cH:7]1. Starting materials: solution, [Li]CCCC (n-BuLi), hexanes, CN(C)C=O (DMF), Cl (hydrochloric acid), ice water, ClC=1N=C(C2=C(N1)SC=C2)N2CCOCC2 (4-(2-chlorothieno[2,3-d]pyrimidin-4-yl)morpholine). Solvent: C1CCOC1 (THF). Conditions: temperature -60 celsius, time 0.5 hour. Product: ClC=1N=C(C2=C(N1)SC(=C2)C=O)N2CCOCC2 (2-chloro-4-morpholinothieno[2,3-d]pyrimidine-6-carbaldehyde). Yield: 91.4%. Reaction SMILES: [Cl:1][C:2]1[N:3]=[C:4]([N:11]2[CH2:16][CH2:15][O:14][CH2:13][CH2:12]2)[C:5]2[CH:10]=[CH:9][S:8][C:6]=2[N:7]=1.[Li]CCCC.CN([CH:25]=[O:26])C.Cl>C1COCC1>[Cl:1][C:2]1[N:3]=[C:4]([N:11]2[CH2:16][CH2:15][O:14][CH2:13][CH2:12]2)[C:5]2[CH:10]=[C:9]([CH:25]=[O:26])[S:8][C:6]=2[N:7]=1. Procedure: To a suspension of 4-(2-chlorothieno[2,3-d]pyrimidin-4-yl)morpholine 18 (90.2 g, 0.350 mol, 1.0 equiv.) in THF (anhydrous, 1400 ml) at −78° C. was added slowly 2.5 M solution of n-BuLi in hexanes (169 ml, 0.522 mol, 1.2 equiv.). The resulting slurry was allowed to warm up to −60° C. and a clear brown solution was observed. The solution was then cooled to −78° C. and DMF (anhydrous, 38.67 g, 0.530 mole, 1.5 equiv.) was added slowly. The resulting solution was stirred at −78° C. for 0.5 hour, and ... The product is N#Cc1nccnc1S. Starting materials: COC(=O)CCSc1nccnc1C#N, [H][H], [Na+], C1CCOC1, [OH-]. As a reaction SMILES: [C:1](#[N:2])[c:3]1[c:4]([S:9][CH2:10][CH2:11][C:12]([O:13][CH3:14])=[O:15])[n:5][cH:6][cH:7][n:8]1.[H:18][H:19].[Na+:17].[O:20]1[CH2:21][CH2:22][CH2:23][CH2:24]1.[OH-:16]>>[C:1](#[N:2])[c:3]1[c:4]([SH:9])[n:5][cH:6][cH:7][n:8]1.